Dataset: the Open Reaction Database (ORD), a public repository of structured organic reaction records. Task: describe an organic reaction: reactants, conditions, products, and yield Reactants: COC=1C=C(C=CC1)C1(C(CCCC1)=O)CCC (2-(3-Methoxy-phenyl)-2-propyl-cyclohexanone), BrBr (bromine). The solvent is C(Cl)(Cl)Cl (chloroform), C(Cl)(Cl)Cl (chloroform). Run at temperature 50 celsius, time 1 hour. Yields the product BrC1CCCC(C1=O)(CCC)C1=CC(=CC=C1)OC (6-Bromo-2-(3-methoxy-phenyl)-2-propyl-cyclohexanone). The yield is 94.5%. RXN SMILES: [CH3:1][O:2][C:3]1[CH:4]=[C:5]([C:9]2([CH2:16][CH2:17][CH3:18])[CH2:14][CH2:13][CH2:12][CH2:11][C:10]2=[O:15])[CH:6]=[CH:7][CH:8]=1.[Br:19]Br>C(Cl)(Cl)Cl>[Br:19][CH:11]1[C:10](=[O:15])[C:9]([C:5]2[CH:6]=[CH:7][CH:8]=[C:3]([O:2][CH3:1])[CH:4]=2)([CH2:16][CH2:17][CH3:18])[CH2:14][CH2:13][CH2:12]1. Procedure details: 2-(3-Methoxy-phenyl)-2-propyl-cyclohexanone (100 mg, 0.41 mmol) was dissolved in chloroform (1 mL). To this solution bromine (68.1 mg, 0.43 mmol) in chloroform (0.5 mL) was added drop wise at −11° C. The reaction was stirred at 5° C. for 1½ hours, at room temperature for 1 hour and at 50° C. for 1 hour. The solvent was removed under reduced pressure to yield the crude title compound (126 mg) which was used directly in the next step without further purification. Reaction SMILES: [Mg].Br[CH:3]([C:5]1[CH:6]=[CH:7][C:8]2[O:17][C:12]3=[N:13][CH:14]=[CH:15][CH:16]=[C:11]3[CH2:10][C:9]=2[CH:18]=1)[CH3:4].[C:19](=[O:21])=[O:20].Cl>O1CCCC1>[N:13]1[CH:14]=[CH:15][CH:16]=[C:11]2[CH2:10][C:9]3[CH:18]=[C:5]([CH:3]([CH3:4])[C:19]([OH:21])=[O:20])[CH:6]=[CH:7][C:8]=3[O:17][C:12]=12. The reactants are [Mg] (magnesium), BrC(C)C=1C=CC2=C(CC=3C(=NC=CC3)O2)C1 (7-(1-bromoethyl)-5H-[1]benzopyrano[2,3-b]pyridine), Grignard reagent, C(=O)=O (dry ice), Cl (hydrochloric acid). Reaction conditions: time 8 hour. Solvent: O1CCCC1 (tetrahydrofuran). Product: Grignard reagent, N1=C2C(=CC=C1)CC1=C(O2)C=CC(=C1)C(C(=O)O)C (2-(5H-[1]benzopyrano[2,3-b]pyridin-7-yl)propionic acid). Procedure details: A Grignard reagent is prepared from 0.31 g of metallic magnesium and 2.9 g of 7-(1-bromoethyl)-5H-[1]benzopyrano[2,3-b]pyridine in 10 ml of anhydrous tetrahydrofuran. To the Grignard reagent is added a large excess of dry ice. The mixture is allowed to stand overnight, and then poured into diluted hydrochloric acid. The precipitate is filtered off, and added to an aqueous sodium bicarbonate solution. An insoluble material is removed by filtration, and the filtrate is made acid with acetic acid. ...